This data is from the Open Reaction Database (ORD), a public repository of structured organic reaction records. The task is: describe an organic reaction: reactants, conditions, products, and yield Starting materials: OCCCC[C@@H](C(=O)O)N1C(C=2C(C1=O)=CC=CC2)=O (6-Hydroxy-2(S)-phthalimidohexanoic acid), CS(=O)C (DMSO), CS(=O)C (DMSO), d6, ( 6H ), d6, ( 4H ), [Cr](=O)(=O)([O-])O[Cr](=O)(=O)[O-].[NH+]1=CC=CC=C1.[NH+]1=CC=CC=C1 (Pyridinium dichromate), C1CCOC1 (THF), ( 1H ). Run in C(Cl)Cl (CH2Cl2), N1=CC=CC=C1 (pyridine). Run at time 8 hour. Product: C(=O)CCC[C@@H](C(=O)O)N1C(C=2C(C1=O)=CC=CC2)=O (5-Formyl-2(S)-phthalimidopentanoic acid). As a reaction SMILES: [OH:1][CH2:2][CH2:3][CH2:4][CH2:5][C@H:6]([N:10]1[C:14](=[O:15])[C:13]2=[CH:16][CH:17]=[CH:18][CH:19]=[C:12]2[C:11]1=[O:20])[C:7]([OH:9])=[O:8].[Cr](O[Cr]([O-])(=O)=O)([O-])(=O)=O.[NH+]1C=CC=CC=1.[NH+]1C=CC=CC=1.C1COCC1.CS(C)=O>C(Cl)Cl.N1C=CC=CC=1>[CH:2]([CH2:3][CH2:4][CH2:5][C@H:6]([N:10]1[C:11](=[O:20])[C:12]2=[CH:19][CH:18]=[CH:17][CH:16]=[C:13]2[C:14]1=[O:15])[C:7]([OH:9])=[O:8])=[O:1] |f:1.2.3|. Procedure: 6-Hydroxy-2(S)-phthalimidohexanoic acid (1.94 g) was dissolved in 145 ml of CH2Cl2 containing 2.26 ml of pyridine. Pyridinium dichromate (1.95 g) was added and the mixture stirred overnight under nitrogen. By addition to 200 ml of ethyl acetate and filtration, chromium salts were removed. The filtrate was concentrated under vacuum. The residue was redissolved in 250 ml of ethyl acetate and the solution refiltered. The filtrate was finally passed through a MgSO4 pad to remove trace amounts of chr... The reactants are C(C)(C)(C)OC(C(C(C)C)CS(=O)(=O)N1CCN(CC1)C1=CC=C(C=C1)Br)=O (2-[4-(4-bromophenyl)piperazine-1-sulfonylmethyl]-3-methyl-butyric acid ter-butyl ester), N1=CC(=CC=C1)C1=CC=C(C=C1)N1CCNCC1 (1-(4-pyridin-3-yl-phenyl)piperazine), COC(=O)C1(CCOCC1)CS(=O)(=O)Cl (4-chlorosulfonylmethyl tetrahydropyran-4-carboxylic acid methyl ester). Product: COC(=O)C1(CCOCC1)CS(=O)(=O)N1CCN(CC1)C1=CC=C(C=C1)C=1C=NC=CC1 (4-[4-(4-Pyridin-3-yl-phenyl)piperazine-1-sulfonylmethyl]-tetrahydropyran-4-carboxylic acid methyl ester). Isolated yield 55.0%. RXN SMILES: C(OC(=O)C(CS(N1CCN(C2C=CC(Br)=CC=2)CC1)(=O)=O)C(C)C)(C)(C)C.[N:29]1[CH:34]=[CH:33][CH:32]=[C:31]([C:35]2[CH:40]=[CH:39][C:38]([N:41]3[CH2:46][CH2:45][NH:44][CH2:43][CH2:42]3)=[CH:37][CH:36]=2)[CH:30]=1.[CH3:47][O:48][C:49]([C:51]1([CH2:57][S:58](Cl)(=[O:60])=[O:59])[CH2:56][CH2:55][O:54][CH2:53][CH2:52]1)=[O:50]>>[CH3:47][O:48][C:49]([C:51]1([CH2:57][S:58]([N:44]2[CH2:45][CH2:46][N:41]([C:38]3[CH:37]=[CH:36][C:35]([C:31]4[CH:30]=[N:29][CH:34]=[CH:33][CH:32]=4)=[CH:40][CH:39]=3)[CH2:42][CH2:43]2)(=[O:60])=[O:59])[CH2:56][CH2:55][O:54][CH2:53][CH2:52]1)=[O:50]. Procedure details: Prepared according to the method for the preparation of 2-[4-(4-bromophenyl)piperazine-1-sulfonylmethyl]-3-methyl-butyric acid ter-butyl ester, from 1-(4-pyridin-3-yl-phenyl)piperazine (0.18 g) and 4-chlorosulfonylmethyl tetrahydropyran-4-carboxylic acid methyl ester (0.23 g), to yield the title compound as a white solid (0.19 g, 55%). Reactants: C(C=C)N1C(C(C2=CC=CC=C12)(O)CC(=O)N(C)C)=O (2-(1-Allyl-3-hydroxy-2-oxo-2,3-dihydro-1H-indol-3-yl)-N,N-dimethyl-acetamide), C=O (para-formaldehyde), S(O)(O)(=O)=O (sulfuric acid), C(C)(=O)[O-].[Na+] (Sodium acetate). The solvent is C(C)(=O)O (acetic acid), O (water), C(C)(=O)O (acetic acid). Reaction conditions: temperature 80 celsius. The product is C(C=C)N1C(C(C2=CC(=CC=C12)CO)(O)CC(=O)N(C)C)=O (2-(1-Allyl-3-hydroxy-5-hydroxymethyl-2-oxo-2,3-dihydro-1H-indol-3-yl)-N,N-dimethyl-acetamide). Isolated yield 113.0%. As a reaction SMILES: C=O.S(=O)(=O)(O)O.[CH2:8]([N:11]1[C:19]2[C:14](=[CH:15][CH:16]=[CH:17][CH:18]=2)[C:13]([CH2:21][C:22]([N:24]([CH3:26])[CH3:25])=[O:23])([OH:20])[C:12]1=[O:27])[CH:9]=[CH2:10].[C:28]([O-])(=[O:30])C.[Na+]>C(O)(=O)C.O>[CH2:8]([N:11]1[C:19]2[C:14](=[CH:15][C:16]([CH2:28][OH:30])=[CH:17][CH:18]=2)[C:13]([CH2:21][C:22]([N:24]([CH3:25])[CH3:26])=[O:23])([OH:20])[C:12]1=[O:27])[CH:9]=[CH2:10] |f:3.4|. Procedure: To a suspension of para-formaldehyde (36.2 g, 1.13 mol) in 150 ml of glacial acetic acid, sulfuric acid (22.2 g, 0.226 mol) is added and the mixture heated at 80° C., until a clear solution has been formed. To this, during 45 minutes a solution of 2-(1-allyl-3-hydroxy-2-oxo-2,3-dihydro-1H-indol-3-yl)-N,N-dimethyl-acetamide (example 26) (62 g, 226 mmol) in a mixture of glacial acetic acid (350 mL) and water (10 mL) is added. The red reaction mixture is stirred for another hour at 80° C., and by t... Isolated yield 101.8%. Product: O1C(=CC=C1)CN(CCC(=O)O)C(=O)OCC (3-[(Furan-2-ylmethyl)(ethoxycarbonyl)amino]propanoic acid). Procedure: Ethyl 3-[(furan-2-ylmethyl) (ethoxycarbonyl)amino]-propionate (13.77 g) prepared in the step 3 was dissolved in 200 mL of methanol, 5.0 g of potassium hydroxide was added thereto and the mixture was heated to reflux for 3 hours. The solvent of the reaction solution was evaporated in vacuo and the residue was dissolved in methylene chloride. The resulting solution was slowly neutralized to pH 3 using 1N aqueous solution of hydrochloric acid (about 80 mL) with stirring. The organic layer was separ... Reactants: O1C(=CC=C1)CN(CCC(=O)OCC)C(=O)OCC (Ethyl 3-[(furan-2-ylmethyl) (ethoxycarbonyl)amino]-propionate), [OH-].[K+] (potassium hydroxide). As a reaction SMILES: [O:1]1[CH:5]=[CH:4][CH:3]=[C:2]1[CH2:6][N:7]([C:15]([O:17][CH2:18][CH3:19])=[O:16])[CH2:8][CH2:9][C:10]([O:12]CC)=[O:11].[OH-].[K+]>CO>[O:1]1[CH:5]=[CH:4][CH:3]=[C:2]1[CH2:6][N:7]([C:15]([O:17][CH2:18][CH3:19])=[O:16])[CH2:8][CH2:9][C:10]([OH:12])=[O:11] |f:1.2|. Run in CO (methanol). The reactants are CCN=C=O, CN(C)C=O, CCN(C(C)C)C(C)C, Oc1cccc(-c2nc(N3CCOCC3)nc3c2CCN3c2ccncc2)c1. Product: CCNC(=O)Oc1cccc(-c2nc(N3CCOCC3)nc3c2CCN3c2ccncc2)c1. Reaction SMILES: [CH2:38]([CH3:39])[N:40]=[C:41]=[O:42].[CH3:43][N:44]([CH3:45])[CH:46]=[O:47].[CH:29]([N:30]([CH:31]([CH3:32])[CH3:33])[CH2:34][CH3:35])([CH3:36])[CH3:37].[OH:1][c:2]1[cH:3][c:4](-[c:8]2[c:9]3[c:10]([n:11][c:12]([N:14]4[CH2:15][CH2:16][O:17][CH2:18][CH2:19]4)[n:13]2)[N:20]([c:23]2[cH:24][cH:25][n:26][cH:27][cH:28]2)[CH2:21][CH2:22]3)[cH:5][cH:6][cH:7]1>>[O:1]([c:2]1[cH:3][c:4](-[c:8]2[c:9]3[c:10]([n:11][c:12]([N:14]4[CH2:15][CH2:16][O:17][CH2:18][CH2:19]4)[n:13]2)[N:20]([c:23]2[cH:24][cH:25][n:26][cH:27][cH:28]2)[CH2:21][CH2:22]3)[cH:5][cH:6][cH:7]1)[C:41]([NH:40][CH2:38][CH3:39])=[O:42].